Task: describe an organic reaction: reactants, conditions, products, and yield. Dataset: the Open Reaction Database (ORD), a public repository of structured organic reaction records The reactants are C1(=CC=CC=C1)P(=O)(C1=CC=CC=C1)N=[N+]=[N-] (Diphenylphosphoryl azide), O[C@@H]1C=2C=CC(=CC2CCC1)C=O ((S)-5-Hydroxy-5,6,7,8-tetrahydronapthalene-2-carbaldehyde), N12CCCCCC2=NCCC1 (1,8-diazabicyclo[5.4.0]undec-7-ene). Run in C1(=CC=CC=C1)C (toluene). Run at temperature 0 celsius, time 8 hour. Product: N(=[N+]=[N-])[C@H]1C=2C=CC(=CC2CCC1)C=O ((R)-5-azido-5,6,7,8-tetrahydronapthalene-2-carbaldehyde). Reaction SMILES: O[C@H:2]1[CH2:11][CH2:10][CH2:9][C:8]2[CH:7]=[C:6]([CH:12]=[O:13])[CH:5]=[CH:4][C:3]1=2.C1(P([N:28]=[N+:29]=[N-:30])(C2C=CC=CC=2)=O)C=CC=CC=1.N12CCCN=C1CCCCC2>C1(C)C=CC=CC=1>[N:28]([C@@H:2]1[CH2:11][CH2:10][CH2:9][C:8]2[CH:7]=[C:6]([CH:12]=[O:13])[CH:5]=[CH:4][C:3]1=2)=[N+:29]=[N-:30]. Reported procedure: (S)-5-Hydroxy-5,6,7,8-tetrahydronapthalene-2-carbaldehyde (19.73 mmol) was dissolved in 50 mL of toluene and cooled to 0° C. Diphenylphosphoryl azide (29.6 mmol, 1.5 eq) was added, followed by 1,8-diazabicyclo[5.4.0]undec-7-ene (23.07 mmol, 1.2eq). After stirring at room temperature overnight, the solvent was evaporated. The residue was purified by SiO2 chromatography (5-30% ethyl acetate in dichloromethane) to afford the title compound. MS (m/z): 204.2 (M+H). Starting materials: [H-].[Na+] (sodium hydride), Cl.N[C@@H]([C@@H](C)O)C1=CC(=C(C(=C1)F)F)F ((1R,2R)-1-amino-1-(3,4,5-trifluorophenyl)propan-2-ol hydrochloride), C(O)([O-])=O.[Na+] (sodium hydrogencarbonate), C(C)(C)N(CC)C(C)C (IPEA), C=1C=CC2=C(C1)N=NN2O (HOBT), FC(C(=O)O)(F)F.ClCCC\C(\C(=O)O)=C/C1=CC(=C(C=C1)N1C=NC(=C1)C)OC ((E)-5-chloro-2-[3-methoxy-4-(4-methyl-1H-imidazol-1-yl)benzylidene]valeric acid trifluoroacetate). The solvent is CN(C)C=O (DMF), O (water), C(C)(=O)OCC (ethyl acetate), C(C)(=O)OCC (ethyl acetate), CN(C)C=O (DMF), C(CCl)Cl (EDC). Reaction conditions: time 3.5 hour. Yields the product O[C@@H]([C@@H](C1=CC(=C(C(=C1)F)F)F)N1C(/C(/CCC1)=C/C1=CC(=C(C=C1)N1C=NC(=C1)C)OC)=O)C (1-[(1R,2R)-2-hydroxy-1-(3,4,5-trifluorophenyl)propyl]-3-{1-[3-methoxy-4-(4-methyl-1H-imidazol-1-yl)phenyl]-(E)-methylidene}piperidin-2-one). Reaction SMILES: C(N(C(C)C)CC)(C)C.C1C=CC2N(O)N=NC=2C=1.FC(F)(F)C(O)=O.Cl[CH2:28][CH2:29][CH2:30]/[C:31](=[CH:35]\[C:36]1[CH:41]=[CH:40][C:39]([N:42]2[CH:46]=[C:45]([CH3:47])[N:44]=[CH:43]2)=[C:38]([O:48][CH3:49])[CH:37]=1)/[C:32]([OH:34])=O.Cl.[NH2:51][C@H:52]([C:56]1[CH:61]=[C:60]([F:62])[C:59]([F:63])=[C:58]([F:64])[CH:57]=1)[C@H:53]([OH:55])[CH3:54].C(=O)([O-])O.[Na+].[H-].[Na+]>O.C(OCC)(=O)C.CN(C=O)C.C(Cl)CCl>[OH:55][C@H:53]([CH3:54])[C@H:52]([N:51]1[CH2:28][CH2:29][CH2:30]/[C:31](=[CH:35]\[C:36]2[CH:41]=[CH:40][C:39]([N:42]3[CH:46]=[C:45]([CH3:47])[N:44]=[CH:43]3)=[C:38]([O:48][CH3:49])[CH:37]=2)/[C:32]1=[O:34])[C:56]1[CH:57]=[C:58]([F:64])[C:59]([F:63])=[C:60]([F:62])[CH:61]=1 |f:2.3,4.5,6.7,8.9|. Reported procedure: IPEA (4 mL), HOBT (1.11 g), and EDC (1.57 g) were added to a DMF solution (40 mL) of (E)-5-chloro-2-[3-methoxy-4-(4-methyl-1H-imidazol-1-yl)benzylidene]valeric acid trifluoroacetate (CAS Registry No. 870850-40-1, 3.69 g) and (1R,2R)-1-amino-1-(3,4,5-trifluorophenyl)propan-2-ol hydrochloride (1.98 g). This reaction solution was stirred at room temperature for 3.5 hr, and ethyl acetate and a saturated sodium hydrogencarbonate aqueous solution were added thereto. The organic layer was separated, dr... The reactants are BrCC(=O)OCC1=CC=CC=C1 (benzyl bromoacetate), C1(=CC=CC=C1)P(C1=CC=CC=C1)C1=CC=CC=C1 (triphenylphosphine). The solvent is C1=CC=CC=C1 (benzene). Run at time 8 hour. Yields the product C1(=CC=CC=C1)P(C1=CC=CC=C1)(C1=CC=CC=C1)=CC(=O)OCC1=CC=CC=C1 (benzyl (triphenylphosphoranylidene)acetate). Isolated yield 41.0%. Reaction SMILES: Br[CH2:2][C:3]([O:5][CH2:6][C:7]1[CH:12]=[CH:11][CH:10]=[CH:9][CH:8]=1)=[O:4].[C:13]1([P:19]([C:26]2[CH:31]=[CH:30][CH:29]=[CH:28][CH:27]=2)[C:20]2[CH:25]=[CH:24][CH:23]=[CH:22][CH:21]=2)[CH:18]=[CH:17][CH:16]=[CH:15][CH:14]=1>C1C=CC=CC=1>[C:26]1([P:19](=[CH:2][C:3]([O:5][CH2:6][C:7]2[CH:12]=[CH:11][CH:10]=[CH:9][CH:8]=2)=[O:4])([C:13]2[CH:14]=[CH:15][CH:16]=[CH:17][CH:18]=2)[C:20]2[CH:25]=[CH:24][CH:23]=[CH:22][CH:21]=2)[CH:27]=[CH:28][CH:29]=[CH:30][CH:31]=1. Procedure details: A 22.9 g quantity of benzyl bromoacetate was dissolved in 100 ml of dry benzene. A 26.2 g quantity of triphenylphosphine was added thereto at room temperature and stirred overnight. The precipitated solids were collected by filtration, washed with benzene and dissolved in 250 ml of dichloromethane. A 14 ml quantity of triethylamine was added with ice-cooling and stirred with ice-cooling for 30 minutes and at room temperature for a further 30 minutes. The reaction mixture was transferred to a sep... As a reaction SMILES: [CH2:1]([O:8][C:9]([NH:11][C:12]1[C:17](=[O:18])[N:16]([CH2:19][C:20]([OH:22])=[O:21])[C:15]([C:23]2[CH:28]=[CH:27][C:26]([O:29][CH3:30])=[CH:25][CH:24]=2)=[N:14][CH:13]=1)=[O:10])[C:2]1[CH:7]=[CH:6][CH:5]=[CH:4][CH:3]=1.[NH2:31][CH:32]([CH2:39][C:40]1[CH:45]=[CH:44][CH:43]=[CH:42][CH:41]=1)[CH:33]([OH:38])[C:34]([F:37])([F:36])[F:35].CCN=C=NCCCN(C)C.Cl.C1C=CC2N(O)N=NC=2C=1>CN(C=O)C>[CH2:1]([O:8][C:9]([NH:11][C:12]1[C:17](=[O:18])[N:16]([CH2:19][C:20]([NH:31][CH:32]([CH2:39][C:40]2[CH:45]=[CH:44][CH:43]=[CH:42][CH:41]=2)[CH:33]([OH:38])[C:34]([F:35])([F:36])[F:37])=[O:22])[C:15]([C:23]2[CH:28]=[CH:27][C:26]([O:29][CH3:30])=[CH:25][CH:24]=2)=[N:14][CH:13]=1)=[O:10])[C:2]1[CH:7]=[CH:6][CH:5]=[CH:4][CH:3]=1.[CH2:1]([O:8][C:9]([NH:11][C:12]1[C:17](=[O:18])[N:16]([CH2:19][C:20]([NH:31][CH:32]([CH2:39][C:40]2[CH:45]=[CH:44][CH:43]=[CH:42][CH:41]=2)[C:33](=[O:38])[C:34]([F:35])([F:36])[F:37])=[O:21])[C:15]([C:23]2[CH:24]=[CH:25][C:26]([O:29][CH3:30])=[CH:27][CH:28]=2)=[N:14][CH:13]=1)=[O:10])[C:2]1[CH:7]=[CH:6][CH:5]=[CH:4][CH:3]=1 |f:2.3|. The yield is 97.0%. Solvent: CN(C)C=O (DMF). Reported procedure: 2-[5-Benzyloxycarbonylamino-2-(4-methoxyphenyl)-6-oxo-1,6-dihydro-1-pyrimidyl]-N-(1-benzyl-3,3,3-trifluoro-2-hydroxypropyl)acetamide was synthesized in the same manner as in Example 1. That is, [5-benzyloxycarbonylamino-2-(4-methoxyphenyl)-6-oxo-1,6-dihydro-1-pyrimidinyl]acetic acid (title compound in Reference Example 14, 5.00 g, 12.2 mmol) was treated with 3-amino-1,1,1-trifluoro-4-phenyl-2-butanol (title compound in Reference Example 1, 2.94 g, 13.4 mmol), WSCI hydrochloride (2.81 g, 14.7 mmo... The product is C(C1=CC=CC=C1)OC(=O)NC1=CN=C(N(C1=O)CC(=O)NC(C(C(F)(F)F)O)CC1=CC=CC=C1)C1=CC=C(C=C1)OC (2-[5-Benzyloxycarbonylamino-2-(4-methoxyphenyl)-6-oxo-1,6-dihydro-1-pyrimidyl]-N-(1-benzyl-3,3,3-trifluoro-2-hydroxypropyl)acetamide), C(C1=CC=CC=C1)OC(=O)NC1=CN=C(N(C1=O)CC(=O)NC(C(C(F)(F)F)=O)CC1=CC=CC=C1)C1=CC=C(C=C1)OC (2-[5-benzyloxycarbonylamino-2-(4-methoxyphenyl)-6-oxo-1,6-dihydro-1-pyrimidyl]-N-(1-benzyl-3,3,3-trifluoro-2-oxopropyl)-acetamide), target compound. Starting materials: C(C1=CC=CC=C1)OC(=O)NC1=CN=C(N(C1=O)CC(=O)O)C1=CC=C(C=C1)OC ([5-benzyloxycarbonylamino-2-(4-methoxyphenyl)-6-oxo-1,6-dihydro-1-pyrimidinyl]acetic acid), NC(C(C(F)(F)F)O)CC1=CC=CC=C1 (3-amino-1,1,1-trifluoro-4-phenyl-2-butanol), CCN=C=NCCCN(C)C.Cl (WSCI hydrochloride), C=1C=CC2=C(C1)N=NN2O (HOBT). The reactants are C(C1=CC=CC=C1)OC(=O)NCC(CC1=CC(=C(C=C1)O)C(C)(C)C)NC(C(C(C)C)NCC(CC1=CC=CC=C1)NC(=O)OCC1=CC=CC=C1)=O (N-[2-benzoxycarbonylamino-1-[(3-tert-butyl-4-hydroxyphenyl)methyl]ethyl]-2-[[2-(benzoxycarbonylamino)-3-phenylpropyl]amino]-3-methyl butanamide), [H][H] (hydrogen). The reagents and catalysts are [C].[Pd] (palladium carbon). Run in CO (methanol). The product is NC(CNC(C(=O)NC(CN)CC1=CC(=C(C=C1)O)C(C)(C)C)C(C)C)CC1=CC=CC=C1 (2-[(2-amino-3-phenylpropyl)amino]-N-[2-amino-1-[(3-tert-butyl-4-hydroxyphenyl)methyl]ethyl]-3-methyl butanamide). RXN SMILES: C(OC([NH:11][CH2:12][CH:13]([NH:26][C:27](=[O:53])[CH:28]([NH:32][CH2:33][CH:34]([NH:42]C(OCC1C=CC=CC=1)=O)[CH2:35][C:36]1[CH:41]=[CH:40][CH:39]=[CH:38][CH:37]=1)[CH:29]([CH3:31])[CH3:30])[CH2:14][C:15]1[CH:20]=[CH:19][C:18]([OH:21])=[C:17]([C:22]([CH3:25])([CH3:24])[CH3:23])[CH:16]=1)=O)C1C=CC=CC=1.[H][H]>CO.[C].[Pd]>[NH2:42][CH:34]([CH2:35][C:36]1[CH:41]=[CH:40][CH:39]=[CH:38][CH:37]=1)[CH2:33][NH:32][CH:28]([CH:29]([CH3:30])[CH3:31])[C:27]([NH:26][CH:13]([CH2:14][C:15]1[CH:20]=[CH:19][C:18]([OH:21])=[C:17]([C:22]([CH3:24])([CH3:25])[CH3:23])[CH:16]=1)[CH2:12][NH2:11])=[O:53] |f:3.4|. Reported procedure: To a solution of 132 mg (0.183 mmol) of N-[2-benzoxycarbonylamino-1-[(3-tert-butyl-4-hydroxyphenyl)methyl]ethyl]-2-[[2-(benzoxycarbonylamino)-3-phenylpropyl]amino]-3-methyl butanamide in methanol (2 ml), 10% palladium carbon (80 mg) was added and the mixture was stirred in a hydrogen atmosphere at room temperature for 2 days. After filtering, the filtrate was concentrated under reduced pressure and the resulting residue was subjected to silica gel column chromatography (eluting solvent consistin...